From a dataset of the Open Reaction Database (ORD), a public repository of structured organic reaction records. describe an organic reaction: reactants, conditions, products, and yield Starting materials: NC=1SC(=NN1)CC (2-Amino-5-ethyl-1,3,4-thiadiazole), C1(=CC=CC=C1)C (toluene), C(CCC)(=O)Cl (butyryl chloride), C([O-])(O)=O.[Na+] (sodium bicarbonate). The solvent is C(C)N(CC)CC (triethylamine), C(C)(=O)OCC (ethyl acetate). The product is C(CCC)(=O)NC=1SC(=NN1)CC (2-Butyrylamino-5-ethyl-1,3,4 -thiadiazole). The yield is 80.4%. Reaction SMILES: [NH2:1][C:2]1[S:3][C:4]([CH2:7][CH3:8])=[N:5][N:6]=1.C1(C)C=CC=CC=1.[C:16](Cl)(=[O:20])[CH2:17][CH2:18][CH3:19].C(=O)(O)[O-].[Na+]>C(OCC)(=O)C.C(N(CC)CC)C>[C:16]([NH:1][C:2]1[S:3][C:4]([CH2:7][CH3:8])=[N:5][N:6]=1)(=[O:20])[CH2:17][CH2:18][CH3:19] |f:3.4|. Reported procedure: 2-Amino-5-ethyl-1,3,4-thiadiazole (0.5 g) was added to a mixture of toluene (5 ml) and triethylamine (0.4 g). With stirring, butyryl chloride (0.5 g) was added to the suspension at room temperature. After stirring for 2 hours, aqueous sodium bicarbonate solution and ethyl acetate were added to the reaction mixture. The organic layer was separated and washed with water several times. The precipitated crystals and the organic layer were combined and the solvent was concentrated to 5 ml. The precip... The reactants are C1CCNC1, CC(C)(CC(=O)Cl)N=[N+]=[N-], O. The product is CC(C)(CC(=O)N1CCCC1)N=[N+]=[N-]. RXN SMILES: [CH2:11]1[CH2:12][CH2:13][NH:14][CH2:15]1.[N:1](=[N+:2]=[N-:3])[C:4]([CH2:5][C:6](=[O:7])[Cl:8])([CH3:9])[CH3:10].[OH2:16]>>[N:1](=[N+:2]=[N-:3])[C:4]([CH2:5][C:6](=[O:7])[N:14]1[CH2:13][CH2:12][CH2:11][CH2:15]1)([CH3:9])[CH3:10]. Starting materials: I(=O)(=O)(=O)[O-].[Na+] (Sodium metaperiodate), OC(CCN1C(SCC1=O)CCCCCCC(=O)O)CCCCC (7-[3-(3-hydroxyoctyl)-4-oxo-2-thiazolidinyl]heptanoic acid), ice. Solvent: CO.O (methanol water). Product: OC(CCN1C(S(CC1=O)=O)CCCCCCC(=O)O)CCCCC (7-[3-(3-Hydroxyoctyl)-1,4-dioxo-2-thiazolidinyl]heptanoic Acid). RXN SMILES: I([O-])(=O)(=O)=[O:2].[Na+].[OH:7][CH:8]([CH2:26][CH2:27][CH2:28][CH2:29][CH3:30])[CH2:9][CH2:10][N:11]1[C:15](=[O:16])[CH2:14][S:13][CH:12]1[CH2:17][CH2:18][CH2:19][CH2:20][CH2:21][CH2:22][C:23]([OH:25])=[O:24]>CO.O>[OH:7][CH:8]([CH2:26][CH2:27][CH2:28][CH2:29][CH3:30])[CH2:9][CH2:10][N:11]1[C:15](=[O:16])[CH2:14][S:13](=[O:2])[CH:12]1[CH2:17][CH2:18][CH2:19][CH2:20][CH2:21][CH2:22][C:23]([OH:25])=[O:24] |f:0.1,3.4|. Reported procedure: Sodium metaperiodate (0.75 g., 3.5 millimole) is added to a cold (0°-5° C.) solution of 7-[3-(3-hydroxyoctyl)-4-oxo-2-thiazolidinyl]heptanoic acid (1.24 g., 3.44 millimole) in methanol-water (5:4; v:v; 18 ml.). The resulting mixture is stirred and allowed to slowly warm to 25° C. (as the ice bath melts, etc.) over 16 hours. After removing the precipitated solid via filtration, the filtrate is diluted with cold water and extracted twice with chloroform. The organic extract is washed with saturate... Reactants: CSCCCN (3-methylthiopropylamine), ON1N=NC2=C1C=CC=C2 (1-hydroxybenzotriazole), C1(CCCCC1)N=C=NC1CCCCC1 (dicyclohexylcarbodiimide), C(C)(C)(C)OC(=O)N1C(SCC1C(=O)O)C=1C=NC=CC1 (N-tert-butoxycarbonyl-2-(3-pyridyl)thiazolidine-4-carboxylic acid). Run in O1CCCC1 (tetrahydrofuran). Yields the product CSCCCNC(=O)C1N(C(SC1)C=1C=NC=CC1)C(=O)OC(C)(C)C (N-(3-methylthiopropyl)-3-tert-butoxycarbonyl-2-(3-pyridyl)thiazolidine-4-carboxamide). The yield is 33.1%. As a reaction SMILES: [C:1]([O:5][C:6]([N:8]1[CH:12]([C:13]([OH:15])=O)[CH2:11][S:10][CH:9]1[C:16]1[CH:17]=[N:18][CH:19]=[CH:20][CH:21]=1)=[O:7])([CH3:4])([CH3:3])[CH3:2].[CH3:22][S:23][CH2:24][CH2:25][CH2:26][NH2:27].ON1C2C=CC=CC=2N=N1.C1(N=C=NC2CCCCC2)CCCCC1>O1CCCC1>[CH3:22][S:23][CH2:24][CH2:25][CH2:26][NH:27][C:13]([CH:12]1[CH2:11][S:10][CH:9]([C:16]2[CH:17]=[N:18][CH:19]=[CH:20][CH:21]=2)[N:8]1[C:6]([O:5][C:1]([CH3:2])([CH3:3])[CH3:4])=[O:7])=[O:15]. Procedure: To a solution of 600 mg of N-tert-butoxycarbonyl-2-(3-pyridyl)thiazolidine-4-carboxylic acid in 10 ml of tetrahydrofuran, there were added, at 4° C. or below, 200 mg of 3-methylthiopropylamine, 390 mg of 1-hydroxybenzotriazole and 440 mg of dicyclohexylcarbodiimide, in that order, and the mixture was stirred at room temperature for 3 hours. The resultant precipitate was filtered off, the filtrate was concentrated under reduced pressure, and the residue was dissolved in 50 ml or ethyl acetate. Th... The reactants are O1C2=C(OCC1)C=C(C=C2)[C@H]([C@@H](CN2CCCC2)NC)O ((1R,2R)-1-(2,3-dihydrobenzo[b][1,4]dioxin-6-yl)-2-(methylamino)-3-(pyrrolidin-1-yl)propan-1-ol), CCN(C(C)C)C(C)C (Hunig's Base), C(CCC1=CC=CC=C1)(=O)Cl (hydrocinnamoyl chloride). Run in CCOC(=O)C (EtOAc), C1CCOC1 (THF). Run at time 8 hour. Product: O1C2=C(OCC1)C=C(C=C2)[C@H]([C@@H](CN2CCCC2)N(C(CCC2=CC=CC=C2)=O)C)O (N-((1R,2R)-1-(2,3-dihydrobenzo[b][1,4]dioxin-6-yl)-1-hydroxy-3-(pyrrolidin-1-yl)propan-2-yl)-N-methyl-3-phenylpropanamide). Isolated yield 40.3%. RXN SMILES: [O:1]1[CH2:6][CH2:5][O:4][C:3]2[CH:7]=[C:8]([C@@H:11]([OH:21])[C@H:12]([NH:19][CH3:20])[CH2:13][N:14]3[CH2:18][CH2:17][CH2:16][CH2:15]3)[CH:9]=[CH:10][C:2]1=2.CCN(C(C)C)C(C)C.[C:31](Cl)(=[O:40])[CH2:32][CH2:33][C:34]1[CH:39]=[CH:38][CH:37]=[CH:36][CH:35]=1>C1COCC1.CCOC(C)=O>[O:1]1[CH2:6][CH2:5][O:4][C:3]2[CH:7]=[C:8]([C@@H:11]([OH:21])[C@H:12]([N:19]([CH3:20])[C:31](=[O:40])[CH2:32][CH2:33][C:34]3[CH:39]=[CH:38][CH:37]=[CH:36][CH:35]=3)[CH2:13][N:14]3[CH2:15][CH2:16][CH2:17][CH2:18]3)[CH:9]=[CH:10][C:2]1=2. Reported procedure: To a 0° C. solution of compound 5 (0.2 g, 0.72 mmol) in THF (4 mL) was added Hunig's Base (0.09 g, 0.72 mmol) followed by hydrocinnamoyl chloride (0.12 g, 0.72 mmol) dropwise. The resulting mixture was allowed to stir overnight at room temperature, diluted with EtOAc and washed with satd. aq. NaHCO3, satd. aq. NaCl and dried over MgSO4. Purification by flash silica chromatography (MeOH/CH2Cl2) gave a yellow oil (0.12 g, 0.29 mmol, 41% yield). HPLC purity 98.4% (tR=5.02 min). NMR (500 MHz, CDCl3)... Reactants: FC1=CN=C(C(=N1)C#N)OC1=CC=C(C=C1)O (6-fluoro-3-(4-hydroxyphenoxy)-2-pyrazinecarbonitrile), [N+](=O)([O-])[O-].[Ce+3].[NH4+].[NH4+].[N+](=O)([O-])[O-].[N+](=O)([O-])[O-].[N+](=O)([O-])[O-].[N+](=O)([O-])[O-] (diammonium cerium nitrate), C(C)(=O)OCC (ethyl acetate), aqueous solution, S(=S)(=O)([O-])[O-].[Na+].[Na+] (sodium thiosulfate). Solvent: C(C)#N (acetonitrile), O (water). Conditions: time 15 minute. The product is FC1=CNC(C(=N1)C#N)=O (6-fluoro-3-oxo-3,4-dihydro-2-pyrazinecarbonitrile). RXN SMILES: [F:1][C:2]1[N:7]=[C:6]([C:8]#[N:9])[C:5]([O:10]C2C=CC(O)=CC=2)=[N:4][CH:3]=1.[N+]([O-])([O-])=O.[Ce+3].[NH4+].[NH4+].[N+]([O-])([O-])=O.[N+]([O-])([O-])=O.[N+]([O-])([O-])=O.[N+]([O-])([O-])=O.C(OCC)(=O)C.S([O-])([O-])(=O)=S.[Na+].[Na+]>C(#N)C.O>[F:1][C:2]1[N:7]=[C:6]([C:8]#[N:9])[C:5](=[O:10])[NH:4][CH:3]=1 |f:1.2.3.4.5.6.7.8,10.11.12|. Reported procedure: In a mixture of 7.5 mL of acetonitrile and 3 mL of water was dissolved 0.45 g of 6-fluoro-3-(4-hydroxyphenoxy)-2-pyrazinecarbonitrile. Then, 1.17 g of diammonium cerium nitrate was added at room temperature, and stirred at the same temperature as above for 15 minutes. A mixture of 10 mL of ethyl acetate and 5 ml of 5% aqueous solution of sodium thiosulfate was added to the reaction mixture, and the organic layer was separated. The organic layer thus obtained was washed with saturated aqueous sol... Starting materials: solution, [Cl-] (chloride), C(C)(C)(C)OC(=O)N1CCN(CC1)C1=C(C=CC=C1)C(=O)O (4-(2-Carboxy-phenyl)-piperazine-1-carboxylic acid tert-butyl ester), FC(C=1C=C(C(=CC1)N)N)(F)F (4-trifluoromethyl-benzene-1,2-diamine), C(C)(C)N(CC)C(C)C (diisopropylethyl amine), [NH4+].[Cl-] (NH4Cl). Reagents/catalysts: CN(C)C=O (DMF). Solvent: CCOC(=O)C (EtOAc), C(Cl)Cl (CH2Cl2). Conditions: temperature 4 celsius, time 30 minute. Yields the product C(C)(C)(C)OC(=O)N1CCN(CC1)C1=C(C=CC=C1)C(NC1=C(C=C(C=C1)C(F)(F)F)N)=O (4-[2-(2-amino-4-trifluoromethyl-phenylcarbamoyl)-phenyl]-piperazine-1-carboxylic acid tert-butyl ester). Isolated yield 49.7%. As a reaction SMILES: [C:1]([O:5][C:6]([N:8]1[CH2:13][CH2:12][N:11]([C:14]2[CH:19]=[CH:18][CH:17]=[CH:16][C:15]=2[C:20]([OH:22])=O)[CH2:10][CH2:9]1)=[O:7])([CH3:4])([CH3:3])[CH3:2].[Cl-].[F:24][C:25]([F:35])([F:34])[C:26]1[CH:27]=[C:28]([NH2:33])[C:29]([NH2:32])=[CH:30][CH:31]=1.C(N(C(C)C)CC)(C)C.[NH4+].[Cl-]>C(Cl)Cl.CN(C=O)C.CCOC(C)=O>[C:1]([O:5][C:6]([N:8]1[CH2:13][CH2:12][N:11]([C:14]2[CH:19]=[CH:18][CH:17]=[CH:16][C:15]=2[C:20](=[O:22])[NH:32][C:29]2[CH:30]=[CH:31][C:26]([C:25]([F:24])([F:34])[F:35])=[CH:27][C:28]=2[NH2:33])[CH2:10][CH2:9]1)=[O:7])([CH3:4])([CH3:2])[CH3:3] |f:4.5|. Reported procedure: 4-(2-Carboxy-phenyl)-piperazine-1-carboxylic acid tert-butyl ester, (0.060 g, 0.195 mmol) is dissolved in 5 mL of dry CH2Cl2 under argon. The solution is cooled to 4° C. and a 2 M solution of oxallyl chloride (0.10 mL, 0.21 mmol) is added in a drop-wise fashion resulting in gas evolution. After stirring the mixture for 30 min, 1 drop of DMF is added and the mixture is stirred at room temperature for 30 min. The reaction mixture is cooled to 4° C. and 4-trifluoromethyl-benzene-1,2-diamine (0.069 ... Starting materials: FC(C=1C=C(CP(OCC)(OCC)=O)C=CC1)(F)F (Diethyl 3-trifluoromethylbenzylphosphonate), Cl (hydrochloric acid), ice water. Solvent: CCO (EtOH). Yields the product FC(C=1C=C(CP(O)(O)=O)C=CC1)(F)F (3-Trifluoromethylbenzylphosphonic acid). Isolated yield 85.4%. RXN SMILES: [F:1][C:2]([F:19])([F:18])[C:3]1[CH:4]=[C:5]([CH:15]=[CH:16][CH:17]=1)[CH2:6][P:7](=[O:14])([O:11]CC)[O:8]CC.Cl>CCO>[F:18][C:2]([F:1])([F:19])[C:3]1[CH:4]=[C:5]([CH:15]=[CH:16][CH:17]=1)[CH2:6][P:7](=[O:8])([OH:11])[OH:14]. Procedure: Diethyl 3-trifluoromethylbenzylphosphonate (3.0 g, 10.0 mmol) was dissolved in a mixture; of 50 mL of conc hydrochloric acid and 1.5 mL of EtOH and was heated at reflux for 17 hours. After cooling the clear reaction mixture in an ice-water mixture, the white crystalline solid which formed was collected to give 2.05 g (84.3%) of the analytical product, mp=163°-164° C. 300 MHz 1H NMR (DMSO-D6) δ, 7.40-7.75 (m, 4H, aromatic), 3.09 (d, 2H, J=21.5 Hz, PCH2). D.C.I.M.S.[MH+, 241]. Reactants: N([C@@H](CC1=CC=C(C=C1)OC(C)(C)C)C(=O)OC)C(=O)OCC1=CC=CC=C1 (Z-Tyr(But)-OMe), Cl (HCl). The reagents and catalysts are [Pd].[O-]S(=O)(=O)[O-].[Ba+2] (Pd BaSO4). Run in CO (methanol). Yields the product N[C@@H](CC1=CC=C(C=C1)OC(C)(C)C)C(=O)OC.Cl (H-Tyr(But)-OMe.HCl). As a reaction SMILES: [NH:1](C(OCC1C=CC=CC=1)=O)[C@H:2]([C:15]([O:17][CH3:18])=[O:16])[CH2:3][C:4]1[CH:9]=[CH:8][C:7]([O:10][C:11]([CH3:14])([CH3:13])[CH3:12])=[CH:6][CH:5]=1.[ClH:29]>CO.[Pd].[O-]S([O-])(=O)=O.[Ba+2]>[NH2:1][C@H:2]([C:15]([O:17][CH3:18])=[O:16])[CH2:3][C:4]1[CH:5]=[CH:6][C:7]([O:10][C:11]([CH3:14])([CH3:12])[CH3:13])=[CH:8][CH:9]=1.[ClH:29] |f:3.4.5,6.7|. Reported procedure: 300 g (778 mmoles) of Z-Tyr(But)-OMe (Ann. Chem. 696, 226 (1966)) are dissolved in 1 liter of methanol and hydrogenated catalytically (Pd/BaSO4 catalyst) at pH 4.5, using an auto-burette (about 2 N methanolic HCl being added). After completion of hydrogenation, the catalyst is filtered off and the filtrate is concentrated. The residue is triturated with ether.